Dataset: the Open Reaction Database (ORD), a public repository of structured organic reaction records. Task: describe an organic reaction: reactants, conditions, products, and yield Starting materials: Cc1ccc(S(=O)(=O)n2ccc3c2CC(c2ccccc2)CC3=O)cc1, CCO, Cl, Cl, N=C(N)NN, O. The product is Cc1ccc(S(=O)(=O)n2ccc3c2CC(c2ccccc2)CC3=NNC(=N)N)cc1, Cl. Reaction SMILES: [CH3:1][c:2]1[cH:3][cH:4][c:5]([S:8](=[O:9])(=[O:10])[n:11]2[cH:12][cH:13][c:14]3[c:19]2[CH2:18][CH:17]([c:20]2[cH:21][cH:22][cH:23][cH:24][cH:25]2)[CH2:16][C:15]3=[O:26])[cH:6][cH:7]1.[CH3:35][CH2:36][OH:37].[ClH:27].[ClH:33].[NH2:28][NH:29][C:30](=[NH:31])[NH2:32].[OH2:34]>>[CH3:1][c:2]1[cH:3][cH:4][c:5]([S:8](=[O:9])(=[O:10])[n:11]2[cH:12][cH:13][c:14]3[c:19]2[CH2:18][CH:17]([c:20]2[cH:21][cH:22][cH:23][cH:24][cH:25]2)[CH2:16][C:15]3=[N:28][NH:29][C:30](=[NH:31])[NH2:32])[cH:6][cH:7]1.[ClH:27].